From a dataset of the Open Reaction Database (ORD), a public repository of structured organic reaction records. describe an organic reaction: reactants, conditions, products, and yield Starting materials: OB(O)c1cc(C(F)(F)F)ccc1OCc1ccccc1, COC(=O)c1cccc(C2=C(Br)CCC2)n1. Yields the product COC(=O)c1cccc(C2=C(c3cc(C(F)(F)F)ccc3OCc3ccccc3)CCC2)n1. Reaction SMILES: [CH2:17]([c:18]1[cH:19][cH:20][cH:21][cH:22][cH:23]1)[O:24][c:25]1[c:26]([B:35]([OH:36])[OH:37])[cH:27][c:28]([C:31]([F:32])([F:33])[F:34])[cH:29][cH:30]1.[CH3:1][O:2][C:3](=[O:4])[c:5]1[n:6][c:7]([C:11]2=[C:12]([Br:16])[CH2:13][CH2:14][CH2:15]2)[cH:8][cH:9][cH:10]1>>[CH3:1][O:2][C:3](=[O:4])[c:5]1[n:6][c:7]([C:11]2=[C:12]([c:26]3[c:25]([O:24][CH2:17][c:18]4[cH:19][cH:20][cH:21][cH:22][cH:23]4)[cH:30][cH:29][c:28]([C:31]([F:32])([F:33])[F:34])[cH:27]3)[CH2:13][CH2:14][CH2:15]2)[cH:8][cH:9][cH:10]1. Reactants: FC(CI)F (1,1-Difluoro-2-iodoethane), BrC=1C=C2C=CNC2=NC1 (5-bromo,7-azaindole), C([O-])([O-])=O.[Cs+].[Cs+] (cesium carbonate). Run in CN(C)C=O (DMF). Conditions: temperature 70 celsius, time 1 hour. Yields the product BrC=1C=C2C(=NC1)N(C=C2)CC(F)F (5-Bromo-1-(2,2-difluoroethyl)-1H-pyrrolo[2,3-b]pyridine). Isolated yield 65.4%. RXN SMILES: [F:1][CH:2]([F:5])[CH2:3]I.[Br:6][C:7]1[CH:8]=[C:9]2[C:13](=[N:14][CH:15]=1)[NH:12][CH:11]=[CH:10]2.C(=O)([O-])[O-].[Cs+].[Cs+]>CN(C=O)C>[Br:6][C:7]1[CH:8]=[C:9]2[CH:10]=[CH:11][N:12]([CH2:3][CH:2]([F:5])[F:1])[C:13]2=[N:14][CH:15]=1 |f:2.3.4|. Procedure details: 1,1-Difluoro-2-iodoethane (2.19 g, 11.42 mmol) was added to a solution of 5-bromo,7-azaindole (1.5 g, 7.61 mmol) in DMF (30 mL) followed by cesium carbonate (4.96 g, 15.2 mmol), and the mixture was stirred at 70° C. for 1 h. Insoluble solids were filtered off, and filtrate was concentrated. Residue was partitioned between ethyl acetate and water. Organic layer was separated, washed with brine, dried over Na2SO4 and filtered. The filtrate was concentrated in reduced pressure and purified by flash... The reactants are [I-].[Li+] (lithium iodide), CC1([C@@H](N(CCS1)S(=O)(=O)C1=CC=C(C=C1)OCC#CC1=CC=CC=C1)C(=O)OC)C (methyl (3S)-2,2-dimethyl-4-({4-[(3-phenyl-2-propynyl)oxy]phenyl)sulfonyl)3- thiomorpholinecarboxylate). Product: C1(=CC=CC=C1)C#CCOC1=CC=C(C=C1)S(=O)(=O)N1C(CSCC1)C(=O)O ({4-[(3-phenyl-2-propynyl)oxy]phenylsulfonyl)-3-thiomorpholine carboxylic acid). Reaction SMILES: [I-].[Li+].C[C:4]1(C)[S:9][CH2:8][CH2:7][N:6]([S:10]([C:13]2[CH:18]=[CH:17][C:16]([O:19][CH2:20][C:21]#[C:22][C:23]3[CH:28]=[CH:27][CH:26]=[CH:25][CH:24]=3)=[CH:15][CH:14]=2)(=[O:12])=[O:11])[C@H:5]1[C:29]([O:31]C)=[O:30]>>[C:23]1([C:22]#[C:21][CH2:20][O:19][C:16]2[CH:17]=[CH:18][C:13]([S:10]([N:6]3[CH2:7][CH2:8][S:9][CH2:4][CH:5]3[C:29]([OH:31])=[O:30])(=[O:12])=[O:11])=[CH:14][CH:15]=2)[CH:28]=[CH:27][CH:26]=[CH:25][CH:24]=1 |f:0.1|. Procedure details: According to the procedure of Example 250, lithium iodide mediated ester cleavage of 0.282 g (0.61 mmol) of methyl (3S)-2,2-dimethyl-4-({4-[(3-phenyl-2-propynyl)oxy]phenyl)sulfonyl)3- thiomorpholinecarboxylate provided 0.215 g (79%) of (3S)-2,2-dimethyl4-({4-[(3-phenyl-2-propynyl)oxy]phenylsulfonyl)-3-thiomorpholine carboxylic acid as a white solid. Electrospray Mass Spec: 446.0 (M+H)+